This data is from the Open Reaction Database (ORD), a public repository of structured organic reaction records. The task is: describe an organic reaction: reactants, conditions, products, and yield The reactants are OC1=CC2=C(OC(C2)CN(CCC)C)C=C1 ((-)-5-hydroxy-2,3-dihydro-N-methyl-N-propyl-3-benzofuranmethylamine), C(C(=O)[O-])(=O)[O-] (oxalate). The product is OC1=CC2=C(OC(C2)CN(CCC)CCC)C=C1 ((+)-5-hydroxy-2,3-dihydro-N,N-dipropyl-3-benzofuranmethylamine). RXN SMILES: [OH:1][C:2]1[CH:16]=[CH:15][C:5]2[O:6][CH:7]([CH2:9][N:10]([CH3:14])[CH2:11][CH2:12][CH3:13])[CH2:8][C:4]=2[CH:3]=1.[C:17]([O-])(=O)[C:18]([O-])=O>>[OH:1][C:2]1[CH:16]=[CH:15][C:5]2[O:6][CH:7]([CH2:9][N:10]([CH2:14][CH2:17][CH3:18])[CH2:11][CH2:12][CH3:13])[CH2:8][C:4]=2[CH:3]=1. Reported procedure: (+) and (-)-5-hydroxy-2,3-dihydro-N-methyl-N-propyl-3-benzofuranmethylamine, oxalate. M.P. 170°-171° C. (Lu 25-020) and (Lu 25-021) Starting materials: BrC1=CC=CC=2CN(CCOC21)C(=O)OC(C)(C)C (tert-butyl 9-bromo-2,3-dihydro-1,4-benzoxazepine-4(5H)-carboxylate), CC(=CB(O)O)C (2,2-dimethylethenylboronic acid), C([O-])([O-])=O.[Na+].[Na+] (sodium carbonate), O (water). The reagents and catalysts are C=1C=CC(=CC1)[P](C=2C=CC=CC2)(C=3C=CC=CC3)[Pd]([P](C=4C=CC=CC4)(C=5C=CC=CC5)C=6C=CC=CC6)([P](C=7C=CC=CC7)(C=8C=CC=CC8)C=9C=CC=CC9)[P](C=1C=CC=CC1)(C=1C=CC=CC1)C=1C=CC=CC1 (tetrakis(triphenylphosphine)palladium(0)). The solvent is C(OC)COC (dimethoxyethane). Reaction conditions: temperature 85 celsius, time 12 hour. Yields the product CC(=CC1=CC=CC=2CN(CCOC21)C(=O)OC(C)(C)C)C (tert-butyl 9-(2-methylpropa-1-ene-1-yl)-2,3-dihydro-1,4-benzoxazepine-4(5H)-carboxylate). The yield is 89.0%. As a reaction SMILES: Br[C:2]1[C:12]2[O:11][CH2:10][CH2:9][N:8]([C:13]([O:15][C:16]([CH3:19])([CH3:18])[CH3:17])=[O:14])[CH2:7][C:6]=2[CH:5]=[CH:4][CH:3]=1.[CH3:20][C:21]([CH3:26])=[CH:22]B(O)O.C(=O)([O-])[O-].[Na+].[Na+].O>C(COC)OC.C1C=CC([P]([Pd]([P](C2C=CC=CC=2)(C2C=CC=CC=2)C2C=CC=CC=2)([P](C2C=CC=CC=2)(C2C=CC=CC=2)C2C=CC=CC=2)[P](C2C=CC=CC=2)(C2C=CC=CC=2)C2C=CC=CC=2)(C2C=CC=CC=2)C2C=CC=CC=2)=CC=1>[CH3:22][C:21]([CH3:26])=[CH:20][C:2]1[C:12]2[O:11][CH2:10][CH2:9][N:8]([C:13]([O:15][C:16]([CH3:19])([CH3:18])[CH3:17])=[O:14])[CH2:7][C:6]=2[CH:5]=[CH:4][CH:3]=1 |f:2.3.4,^1:43,45,64,83|. Procedure details: A mixture of tert-butyl 9-bromo-2,3-dihydro-1,4-benzoxazepine-4(5H)-carboxylate (328 mg, 1.00 mmol), 2,2-dimethylethenylboronic acid (98.0 mg, 1.00 mmol), saturated aqueous sodium carbonate solution (14 ml) and tetrakis(triphenylphosphine)palladium(0) (32.6 mg, 0.0282 mmol) in dimethoxyethane (10 ml) was stirred at 85° C. for 12 hr under a nitrogen atmosphere. The reaction mixture was poured into water, and the mixture was extracted with ethyl acetate. The extract was washed with water, and drie... Starting materials: N(N)C1=NC=CC=C1C1=NC=CC=C1 (2'-hydrazino-2,3'-bipyridine), C(OCC)(OCC)OCC (triethyl orthoformate). Yields the product N1=C(C=CC=C1)C=1C=2N(C=CC1)C=NN2 (8-(2-Pyridinyl)-1,2,4-triazolo[4,3-a]pyridine). Reaction SMILES: [NH:1]([C:3]1[C:8]([C:9]2[CH:14]=[CH:13][CH:12]=[CH:11][N:10]=2)=[CH:7][CH:6]=[CH:5][N:4]=1)[NH2:2].[CH:15](OCC)(OCC)OCC>>[N:10]1[CH:11]=[CH:12][CH:13]=[CH:14][C:9]=1[C:8]1[C:3]2[N:4]([CH:15]=[N:2][N:1]=2)[CH:5]=[CH:6][CH:7]=1. Reported procedure: A mixture of 1.7 g of 2'-hydrazino-2,3'-bipyridine and 50 ml of triethyl orthoformate was heated on a steam bath for 3 hours. Standing and chilling gave crystals which were collected, washed with hexane and dried, giving 1.5 g of the desired product as cream colored crystals, mp 212°-214° C.